From a dataset of the Open Reaction Database (ORD), a public repository of structured organic reaction records. describe an organic reaction: reactants, conditions, products, and yield Reactants: COC(CC(=O)OC)=O (malonic acid dimethyl ester), C[O-].[Na+] (sodium methylate), C[O-].[Na+] (sodium methylate), COC(\C=C(/CCl)\OC)=O (4-chloro-3-methoxy-2E-butenoic acid methyl ester). Solvent: CN(C)C=O (N,N'-dimethylformamide). Reaction conditions: temperature 20 celsius, time 2 hour. Yields the product COC(\C=C(/CC(C(=O)OC)C(=O)OC)\OC)=O (5,5-bis(methoxycarbonyl)-3-methoxy-2E-pentenoic acid methyl ester). RXN SMILES: [CH3:1][O:2][C:3](=[O:9])[CH2:4][C:5]([O:7][CH3:8])=[O:6].C[O-].[Na+].[CH3:13][O:14][C:15](=[O:22])/[CH:16]=[C:17](/[O:20][CH3:21])\[CH2:18]Cl>CN(C=O)C>[CH3:13][O:14][C:15](=[O:22])/[CH:16]=[C:17](/[O:20][CH3:21])\[CH2:18][CH:4]([C:5]([O:7][CH3:8])=[O:6])[C:3]([O:2][CH3:1])=[O:9] |f:1.2|. Procedure details: 66 g (0.5 mol) of malonic acid dimethyl ester was placed in 250 ml of N,N'-dimethylformamide. 27.8 g (0.5 mol) of sodium methylate was added at 20° C.; 10 minutes later 41.6 g (0.25 mol) of 4-chloro-3-methoxy-2E-butenoic acid methyl ester was added within 5 minutes. It was stirred for 2 hours at 20° C. Then 10.8 g (0.2 mol) of sodium methylate was added once more. After stirring for 15 hours at 20° C. it was distilled off. After working up according to Example (a) 53.8 g (81 percent) of the titl... Starting materials: Cc1cccc(N2CCNCC2)n1, CCN(C(C)C)C(C)C, ClCc1nc2cccnc2s1. Product: Cc1cccc(N2CCN(Cc3nc4cccnc4s3)CC2)n1. As a reaction SMILES: [CH3:12][c:13]1[cH:14][cH:15][cH:16][c:17]([N:19]2[CH2:20][CH2:21][NH:22][CH2:23][CH2:24]2)[n:18]1.[CH:25]([N:26]([CH2:27][CH3:28])[CH:29]([CH3:30])[CH3:31])([CH3:32])[CH3:33].[Cl:1][CH2:2][c:3]1[s:4][c:5]2[n:6][cH:7][cH:8][cH:9][c:10]2[n:11]1>>[CH2:2]([c:3]1[s:4][c:5]2[n:6][cH:7][cH:8][cH:9][c:10]2[n:11]1)[N:22]1[CH2:21][CH2:20][N:19]([c:17]2[cH:16][cH:15][cH:14][c:13]([CH3:12])[n:18]2)[CH2:24][CH2:23]1. Reactants: NCCNC(CC1=CC(=C(C=C1)OCC)OC)=O (N-(2-amino-ethyl)-2-(4-ethoxy-3-methoxy-phenyl)acetamide), [AlH3] (AlH3), N(C)(C)CC (NMe2Et). Run in C1CCOC1 (THF). Reaction conditions: time 15 minute. Product: C(C)OC1=C(C=C(CCNCCN)C=C1)OC (N-(4-Ethoxy-3-methoxy-phenethyl)-ethylenediamine). As a reaction SMILES: [NH2:1][CH2:2][CH2:3][NH:4][C:5](=O)[CH2:6][C:7]1[CH:12]=[CH:11][C:10]([O:13][CH2:14][CH3:15])=[C:9]([O:16][CH3:17])[CH:8]=1.[AlH3].N(CC)(C)C>C1COCC1>[CH2:14]([O:13][C:10]1[CH:11]=[CH:12][C:7]([CH2:6][CH2:5][NH:4][CH2:3][CH2:2][NH2:1])=[CH:8][C:9]=1[O:16][CH3:17])[CH3:15]. Reported procedure: Treat a solution of N-(2-amino-ethyl)-2-(4-ethoxy-3-methoxy-phenyl)acetamide (0.7 g, 2.77 mmol) in THF (10 mL) with AlH3.NMe2Et (55 mL, 27.74 mmol) and heat to reflux for 14 h. Cool the resulting mixture to ambient temperature, quench with Na2CO3.10H2O (0.5 g) and stir at ambient temperature for 15 min. Filter the solution through Celite and wash with several portions of CH2Cl2. Concentrate the filtrate in vacuoo and purify by preparative TLC (10% MeOH in CH2Cl2) to obtain the title compound as ... Reactants: ClC=1C=CC(=NC1)C(=N[S@](=O)C(C)(C)C)C1=CC(=CC(=C1)C(F)(F)F)F ((R)-N-((5-chloropyridin-2-yl)(3-fluoro-5-(trifluoromethyl)phenyl)methylene)-2-methylpropane-2-sulfinamide), C(C1=CC=CC=C1)[Mg] (benzylmagnesium). Run in CC(C)(C)OC (TBME), CCOCC (ether). Reaction conditions: time 5 minute. Yields the product ClC=1C=CC(=NC1)[C@](CC1=CC=CC=C1)(C1=CC(=CC(=C1)C(F)(F)F)F)N[S@](=O)C(C)(C)C ((R)-N-((S)-1-(5-chloropyridin-2-yl)-1-(3-fluoro-5-(trifluoromethyl)phenyl)-2-phenylethyl)-2-methylpropane-2-sulfinamide). Isolated yield 72.0%. Reaction SMILES: [Cl:1][C:2]1[CH:3]=[CH:4][C:5]([C:8]([C:16]2[CH:21]=[C:20]([C:22]([F:25])([F:24])[F:23])[CH:19]=[C:18]([F:26])[CH:17]=2)=[N:9][S@@:10]([C:12]([CH3:15])([CH3:14])[CH3:13])=[O:11])=[N:6][CH:7]=1.[CH2:27]([Mg])[C:28]1[CH:33]=[CH:32][CH:31]=[CH:30][CH:29]=1>CC(OC)(C)C.CCOCC>[Cl:1][C:2]1[CH:3]=[CH:4][C:5]([C@@:8]([NH:9][S@@:10]([C:12]([CH3:15])([CH3:14])[CH3:13])=[O:11])([C:16]2[CH:21]=[C:20]([C:22]([F:25])([F:24])[F:23])[CH:19]=[C:18]([F:26])[CH:17]=2)[CH2:27][C:28]2[CH:33]=[CH:32][CH:31]=[CH:30][CH:29]=2)=[N:6][CH:7]=1. Reported procedure: To a solution of (R)-N-((5-chloropyridin-2-yl)(3-fluoro-5-(trifluoromethyl)phenyl)methylene)-2-methylpropane-2-sulfinamide (1.09 g, 2.68 mmol) in anhydrous TBME (45 mL) at −78° C. under argon was added BF3Et2O (0.57 mL, 5.38 mmol). After 5 min, benzylmagnesium grignard (5.38 mL, 5.38 mmol, 1.0M in ether) was added dropwise with stirring. After 40 min, LCMS indicated that the reaction was complete and the cold solution was quenched with saturated NaCl (ca 20 mL), transferred to a separation funne... Starting materials: C=CCC(CC=C)CO[SiH2]c1ccc([Mg+])cc1, C=CCC(CC=C)CO[SiH2]c1ccc(I)cc1, C1CCOC1, [Cl-], Cl, CN(C)C=O. The product is C=CCC(CC=C)CO[SiH2]c1ccc(C=O)cc1. Reaction SMILES: [CH2:19]([CH:20]([CH2:21][CH:22]=[CH2:25])[CH2:23][O:24][SiH2:26][c:27]1[cH:28][cH:29][c:30]([Mg+:31])[cH:32][cH:33]1)[CH:34]=[CH2:35].[CH2:1]([CH:2]=[CH2:3])[CH:4]([CH2:5][O:6][SiH2:7][c:8]1[cH:9][cH:10][c:11]([I:14])[cH:12][cH:13]1)[CH2:15][CH:16]=[CH2:17].[CH2:42]1[O:43][CH2:44][CH2:45][CH2:46]1.[Cl-:18].[ClH:41].[O:36]=[CH:37][N:38]([CH3:39])[CH3:40]>>[CH2:1]([CH:2]=[CH2:3])[CH:4]([CH2:5][O:6][SiH2:7][c:8]1[cH:9][cH:10][c:11]([CH:23]=[O:24])[cH:12][cH:13]1)[CH2:15][CH:16]=[CH2:17]. Procedure: A new method to prepare the desired 3,4,4-trifluoro-3-butenoic acid (IV) involves a one pot reaction of 1-chloro-1,2-dibromotrifluoroethane (VI) or 1,1,2-trichloretrifluoroethane (X) with vinylidene chloride in the presence of ammonium persulfate/sodium formate/air in DMF to give directly 4-bromo-3-chloro-3,4,4-trifluorobutanoic acid (VIII) or novel compound 3,4-dichloro-3,4,4-trifluoro-butanoic acid (XI). The reaction conditions to prepare XI from X are similar to those described in Hu, Chang-M... RXN SMILES: FC(=C(F)F)[CH2:3][C:4]([OH:6])=[O:5].[Cl:10][C:11]([F:17])(Br)[C:12]([F:15])([F:14])[Br:13].C(Cl)([Cl:20])=C.S(OOS([O-])(=O)=O)([O-])(=O)=O.[NH4+].[NH4+].C([O-])=O.[Na+]>CN(C=O)C.ClC(F)(Cl)C(F)(F)Cl>[Br:13][C:12]([F:15])([F:14])[C:11]([Cl:10])([F:17])[CH2:3][C:4]([OH:6])=[O:5].[Cl:10][C:11]([F:17])([C:12]([Cl:20])([F:15])[F:14])[CH2:3][C:4]([OH:6])=[O:5] |f:3.4.5.6.7|. The reactants are ClC(C(Br)(F)F)(Br)F (1-chloro-1,2-dibromotrifluoroethane), C(=C)(Cl)Cl (vinylidene chloride), S(=O)(=O)([O-])OOS(=O)(=O)[O-].[NH4+].[NH4+].C(=O)[O-].[Na+] (ammonium persulfate sodium formate), FC(CC(=O)O)=C(F)F (3,4,4-trifluoro-3-butenoic acid). Solvent: CN(C)C=O (DMF), ClC(C(Cl)(F)F)(Cl)F (1,1,2-trichlorotrifluoroethane). Yields the product BrC(C(CC(=O)O)(F)Cl)(F)F (4-bromo-3-chloro-3,4,4-trifluorobutanoic acid), ClC(CC(=O)O)(C(F)(F)Cl)F (3,4- dichloro-3,4,4-trifluorobutanoic acid). Yields the product [O-][n+]1ccc(CCl)cc1. RXN SMILES: [CH:31]([Cl:32])([Cl:33])[Cl:34].[Cl:12][c:13]1[cH:14][c:15]([C:20](=[O:17])[O:21][OH:22])[cH:16][cH:18][cH:19]1.[Cl:28][CH2:29][Cl:30].[Cl:4][CH2:5][c:6]1[cH:7][cH:8][n:9][cH:10][cH:11]1.[ClH:3].[Na+:23].[Na+:2].[OH-:1].[OH2:35].[OH:24][C:25](=[O:26])[O-:27]>>[Cl:4][CH2:5][c:6]1[cH:7][cH:8][n+:9]([O-:17])[cH:10][cH:11]1. Starting materials: ClC(Cl)Cl, O=C(OO)c1cccc(Cl)c1, ClCCl, ClCc1ccncc1, Cl, [Na+], [Na+], [OH-], O, O=C([O-])O. The reactants are O=C([O-])O, CCCc1cc(=O)o[nH]1, O=C(Cl)c1ccc(Cl)cc1Cl, [Na+]. The product is CCCc1cc(=O)on1C(=O)c1ccc(Cl)cc1Cl. Reaction SMILES: [C:21](=[O:22])([OH:23])[O-:24].[CH2:12]([CH2:13][CH3:14])[c:15]1[nH:16][o:17][c:18](=[O:20])[cH:19]1.[Cl:1][c:2]1[c:3]([C:4](=[O:5])[Cl:6])[cH:7][cH:8][c:9]([Cl:11])[cH:10]1.[Na+:25]>>[Cl:1][c:2]1[c:3]([C:4](=[O:5])[n:16]2[c:15]([CH2:12][CH2:13][CH3:14])[cH:19][c:18](=[O:20])[o:17]2)[cH:7][cH:8][c:9]([Cl:11])[cH:10]1. Starting materials: C1(=CC=CC=C1)CCC(=O)N[C@@H](CC1=CC2=CC=CC=C2C=C1)C(=O)[C@H]1C(N([C@H]1OC(C)=O)N)=O ((3S,4S)-3{N-(3-phenylpropionoyl)-β-(2-naphthyl)-L-alanyl}-amino-4-acetoxy-azetidin-2-one), C(C1=CC=CC=C1)O (benzyl alcohol), O (water). The reagents and catalysts are O.O.C(C)(=O)[O-].[Zn+2].C(C)(=O)[O-] (zinc acetate dihydrate). Solvent: C1=CC=CC=C1 (benzene), C1(=CC=CC=C1)C (toluene). The product is C1(=CC=CC=C1)CCC(=O)N[C@@H](CC1=CC2=CC=CC=C2C=C1)C(=O)[C@H]1C(N(C1OCC1=CC=CC=C1)N)=O ((3S,4SR)-3{N-(3-phenylpropionoyl)-β-(2-naphthyl)-L-alanyl}-amino-4-benzyloxy-azetidin-2-one). Isolated yield 23.0%. Reaction SMILES: [C:1]1([CH2:7][CH2:8][C:9]([NH:11][C@H:12]([C:24]([C@@H:26]2[C@H:29](OC(=O)C)[N:28]([NH2:34])[C:27]2=[O:35])=[O:25])[CH2:13][C:14]2[CH:23]=[CH:22][C:21]3[C:16](=[CH:17][CH:18]=[CH:19][CH:20]=3)[CH:15]=2)=[O:10])[CH:6]=[CH:5][CH:4]=[CH:3][CH:2]=1.[CH2:36]([OH:43])[C:37]1[CH:42]=[CH:41][CH:40]=[CH:39][CH:38]=1.O>C1C=CC=CC=1.C1(C)C=CC=CC=1.O.O.C([O-])(=O)C.[Zn+2].C([O-])(=O)C>[C:1]1([CH2:7][CH2:8][C:9]([NH:11][C@H:12]([C:24]([C@@H:26]2[CH:29]([O:43][CH2:36][C:37]3[CH:42]=[CH:41][CH:40]=[CH:39][CH:38]=3)[N:28]([NH2:34])[C:27]2=[O:35])=[O:25])[CH2:13][C:14]2[CH:23]=[CH:22][C:21]3[C:16](=[CH:17][CH:18]=[CH:19][CH:20]=3)[CH:15]=2)=[O:10])[CH:2]=[CH:3][CH:4]=[CH:5][CH:6]=1 |f:5.6.7.8.9|. Procedure: A mixture of (3S,4S)-3{N-(3-phenylpropionoyl)-β-(2-naphthyl)-L-alanyl}-amino-4-acetoxy-azetidin-2-one (236 mg, 0.5 mmol), benzyl alcohol (54 mg, 0.5 mmol), and zinc acetate dihydrate (110 mg, 0.5 mmol) in benzene (20 ml) and toluene (20 ml) was refluxed for 5 hrs using Dean-Stark water separator. After cooling, the reaction mixture was partitioned between ethyl acetate, containing a small volume of acetone, and water. The organic layer was washed with water, brine and dried over sodium sulfate. ...